From a dataset of the Open Reaction Database (ORD), a public repository of structured organic reaction records. describe an organic reaction: reactants, conditions, products, and yield The reactants are C(C)(=O)O[C@@H]1[C@H](C[C@@H]2CC[C@H]3[C@@H]4CC[C@@H]([C@@]4(C)C[C@H]([C@@H]3[C@]2(C1)C)NC1CCCCC1)C(=O)OC)O (Methyl 2β-acetoxy-11α-cyclohexylamino-3α-hydroxy-5α-androstane-17β-carboxylate), CC=1C=CC(=CC1)S(=O)(=O)O (PTSA), C(C)(=O)OC(C)=O (acetic anhydride). Solvent: C(C)O (ethanol), C(Cl)(Cl)Cl (chloroform), C(C)(=O)OCC (ethyl acetate). Run at time 20 minute. The product is C1(CCCCC1)N[C@H]1[C@@H]2[C@]3(C[C@@H]([C@H](C[C@@H]3CC[C@H]2[C@@H]2CC[C@@H]([C@@]2(C)C1)C(=O)OC)OC(C)=O)OC(C)=O)C (Methyl 11α-cyclohexylamino-2β,3α-diacetoxy-5α-androstane-17β-carboxylate). As a reaction SMILES: [C:1]([O:4][C@H:5]1[CH2:22][C@@:21]2([CH3:23])[C@@H:8]([CH2:9][CH2:10][C@@H:11]3[C@@H:20]2[C@H:19]([NH:24][CH:25]2[CH2:30][CH2:29][CH2:28][CH2:27][CH2:26]2)[CH2:18][C@@:16]2([CH3:17])[C@H:12]3[CH2:13][CH2:14][C@@H:15]2[C:31]([O:33][CH3:34])=[O:32])[CH2:7][C@@H:6]1[OH:35])(=[O:3])[CH3:2].CC1C=CC(S(O)(=O)=O)=CC=1.[C:47](OC(=O)C)(=[O:49])[CH3:48]>C(Cl)(Cl)Cl.C(O)C.C(OCC)(=O)C>[CH:25]1([NH:24][C@@H:19]2[CH2:18][C@@:16]3([CH3:17])[C@@H:12]([CH2:13][CH2:14][C@@H:15]3[C:31]([O:33][CH3:34])=[O:32])[C@H:11]3[C@H:20]2[C@:21]2([CH3:23])[C@@H:8]([CH2:9][CH2:10]3)[CH2:7][C@H:6]([O:35][C:47](=[O:49])[CH3:48])[C@@H:5]([O:4][C:1](=[O:3])[CH3:2])[CH2:22]2)[CH2:26][CH2:27][CH2:28][CH2:29][CH2:30]1. Reported procedure: Methyl 2β-acetoxy-11α-cyclohexylamino-3α-hydroxy-5α-androstane-17β-carboxylate (1.156 g) in chloroform (12.5 ml) containing dry PTSA (1.0 g) was stirred for 20 min. then treated with acetic anhydride (2.9 ml) and the mixture left for 18 h. The mixture was diluted with ethanol and evaporated to give an oil. This was dissolved in ethyl acetate, and washed with dilute ammonia solution (1×) water (1×), dried and evaporated under reduced pressure to give a foam. This was purified by preparative t.l.c... As a reaction SMILES: [CH2:1]([N:3]([C:11](=[O:15])[CH:12]([CH3:14])[CH3:13])[CH:4]([N:8](Cl)[Cl:9])[C:5]([O-:7])=[O:6])[CH3:2].C(C(N)(C([O-])=O)N(C(=O)C(C)C)C=O)C>Cl.O1CCCC1.[Pd]>[ClH:9].[CH2:1]([N:3]([C:11](=[O:15])[CH:12]([CH3:14])[CH3:13])[CH:4]([NH2:8])[C:5]([OH:7])=[O:6])[CH3:2] |f:5.6|. Procedure: Preparation of ethyl-α-N,N-dichloroaminoisobutyrylglycinate: To a solution of 2.16 g (0.01 mol) of ethyl-N-formyl-α-aminoisobutyrylglycinate in 50 ml of dry hydrogen chloride in tetrahydrofuran (1 M), there was added 1 g of 10% palladium-on-charcoal. The mixture was shaken at room temperature under an atmosphere of hydrogen at 50 psi for several days. Following filtration, the solvent was removed under reduced pressure to afford 1.18 g (0.005 mol), 50%, ethyl-α-aminoisobutyrylglycinate hydrochlo... Reactants: C(C)N(C(C(=O)[O-])N(Cl)Cl)C(C(C)C)=O (ethyl-α-N,N-dichloroaminoisobutyrylglycinate), C(C)C(N(C=O)C(C(C)C)=O)(C(=O)[O-])N (ethyl-N-formyl-α-aminoisobutyrylglycinate). Product: Cl.C(C)N(C(C(=O)O)N)C(C(C)C)=O (ethyl-α-aminoisobutyrylglycinate hydrochloride). The reagents and catalysts are [Pd] (palladium-on-charcoal). Solvent: Cl (hydrogen chloride), O1CCCC1 (tetrahydrofuran). Starting materials: C(#N)C1CCN(CC1)C(=O)N1CC(CC(C1)C1=CC=C(C=C1)OC(F)(F)F)C(=O)O (1-[(4-Cyanopiperidin-1-yl)carbonyl]-5-[4-(trifluoromethoxy)phenyl]piperidine-3-carboxylic acid), ON=C(N)C1CC1 (N′-hydroxycyclopropanecarboximidamide). Yields the product C1(CC1)C1=NOC(=N1)C1CN(CC(C1)C1=CC=C(C=C1)OC(F)(F)F)C(=O)N1CCC(CC1)C#N (1-({3-(3-Cyclopropyl-1,2,4-oxadiazol-5-yl)-5-[4-(trifluoromethoxy)phenyl]piperidin-1-yl}-carbonyl)piperidine-4-carbonitrile). Reaction SMILES: [C:1]([CH:3]1[CH2:8][CH2:7][N:6]([C:9]([N:11]2[CH2:16][CH:15]([C:17]3[CH:22]=[CH:21][C:20]([O:23][C:24]([F:27])([F:26])[F:25])=[CH:19][CH:18]=3)[CH2:14][CH:13]([C:28]([OH:30])=O)[CH2:12]2)=[O:10])[CH2:5][CH2:4]1)#[N:2].O[N:32]=[C:33]([CH:35]1[CH2:37][CH2:36]1)[NH2:34]>>[CH:35]1([C:33]2[N:34]=[C:28]([CH:13]3[CH2:14][CH:15]([C:17]4[CH:22]=[CH:21][C:20]([O:23][C:24]([F:25])([F:27])[F:26])=[CH:19][CH:18]=4)[CH2:16][N:11]([C:9]([N:6]4[CH2:7][CH2:8][CH:3]([C:1]#[N:2])[CH2:4][CH2:5]4)=[O:10])[CH2:12]3)[O:30][N:32]=2)[CH2:37][CH2:36]1. Procedure details: 100 mg (about 0.153 mmol) of the compound from Example 108A and 30 mg (0.306 mmol) of N′-hydroxycyclopropanecarboximidamide were reacted according to the General Method 2. Yield: 312 mg (41% of theory) The reactants are FC(C1=CC=C(C=C1)NN)(F)F (4-(trifluoromethyl)phenylhydrazine), [Na].C(CC(=O)C(=O)OCC)(=O)OCC (diethyl oxalacetate sodium salt). Run in C(C)(=O)O (acetic acid). The product is C(C)OC(=O)C1=NN(C(=C1)O)C1=CC=C(C=C1)C(F)(F)F (5-Hydroxy-1-(4-trifluoromethyl-phenyl)-1H-pyrazole-3-carboxylic acid ethyl ester). Reaction SMILES: [F:1][C:2]([F:12])([F:11])[C:3]1[CH:8]=[CH:7][C:6]([NH:9][NH2:10])=[CH:5][CH:4]=1.[Na].[C:14](OCC)(=[O:23])[CH2:15][C:16]([C:18]([O:20][CH2:21][CH3:22])=[O:19])=O>C(O)(=O)C>[CH2:21]([O:20][C:18]([C:16]1[CH:15]=[C:14]([OH:23])[N:9]([C:6]2[CH:5]=[CH:4][C:3]([C:2]([F:11])([F:12])[F:1])=[CH:8][CH:7]=2)[N:10]=1)=[O:19])[CH3:22] |f:1.2,^1:12|. Procedure: A solution of 6.83 g 4-(trifluoromethyl)phenylhydrazine and 9.05 g diethyl oxalacetate sodium salt in 120 ml acetic acid was stirred at 100° C. for 2 h. The product precipitated was filtered, codistilled twice with toluene and suspended with heptane/ethyl acetate 3:1. The suspension was filtered again and the cude product obtained dried in vacuo. The reactants are O=Cc1ccc(Br)s1, CCN(C(C)C)C(C)C, CS(C)=O, CC(C)(C)OC(=O)N1CCNCC1. Yields the product CC(C)(C)OC(=O)N1CCN(c2ccc(C=O)s2)CC1. RXN SMILES: [Br:1][c:2]1[cH:3][cH:4][c:5]([CH:7]=[O:8])[s:6]1.[CH2:22]([N:23]([CH:24]([CH3:25])[CH3:26])[CH:27]([CH3:28])[CH3:29])[CH3:30].[CH3:31][S:32]([CH3:33])=[O:34].[N:9]1([C:15](=[O:16])[O:17][C:18]([CH3:19])([CH3:20])[CH3:21])[CH2:10][CH2:11][NH:12][CH2:13][CH2:14]1>>[c:2]1([N:12]2[CH2:11][CH2:10][N:9]([C:15](=[O:16])[O:17][C:18]([CH3:19])([CH3:20])[CH3:21])[CH2:14][CH2:13]2)[cH:3][cH:4][c:5]([CH:7]=[O:8])[s:6]1. Reactants: FC1=C(CN2N=C(C=C2C2=NOC=C2)C2=NC=CC(=N2)O)C=CC=C1 (2-(1-(2-fluorobenzyl)-5-(isoxazol-3-yl)-1H-pyrazol-3-yl)pyrimidin-4-ol), S(O)(=O)(=O)Cl (sulfurochloridic acid). The solvent is C(C)(=O)OCC (ethyl acetate). The product is FC1=C(CN2N=C(C=C2C2=NOC=C2)C2=NC=C(C(=N2)O)S(=O)(=O)Cl)C=CC=C1 (2-(1-(2-fluorobenzyl)-5-(isoxazol-3-yl)-1H-pyrazol-3-yl)-4-hydroxypyrimidine-5-sulfonyl chloride). As a reaction SMILES: [F:1][C:2]1[CH:25]=[CH:24][CH:23]=[CH:22][C:3]=1[CH2:4][N:5]1[C:9]([C:10]2[CH:14]=[CH:13][O:12][N:11]=2)=[CH:8][C:7]([C:15]2[N:20]=[C:19]([OH:21])[CH:18]=[CH:17][N:16]=2)=[N:6]1.[S:26]([Cl:30])(=O)(=[O:28])[OH:27]>C(OCC)(=O)C>[F:1][C:2]1[CH:25]=[CH:24][CH:23]=[CH:22][C:3]=1[CH2:4][N:5]1[C:9]([C:10]2[CH:14]=[CH:13][O:12][N:11]=2)=[CH:8][C:7]([C:15]2[N:20]=[C:19]([OH:21])[C:18]([S:26]([Cl:30])(=[O:28])=[O:27])=[CH:17][N:16]=2)=[N:6]1. Procedure: A solution of 2-(1-(2-fluorobenzyl)-5-(isoxazol-3-yl)-1H-pyrazol-3-yl)pyrimidin-4-ol Compound I-160 (56 mg, 1 equiv) and sulfurochloridic acid (552 μl) in a sealed vial was heated to 100° C. for 30 min. The mixture was diluted in ethyl acetate (50 ml) and washed with water (50 ml). The organic layer was dried, filtered and evaporated to give 79 mg of crude 2-(1-(2-fluorobenzyl)-5-(isoxazol-3-yl)-1H-pyrazol-3-yl)-4-hydroxypyrimidine-5-sulfonyl chloride as a white solid. The solid was combined wit... Reactants: [OH-].[Na+] (sodium hydroxide), C(\C=C\C(=O)O)(=O)O (fumaric acid), aqueous solution, [OH-].[NH4+] (ammonium hydroxide), solids. Solvent: O (water), aqueous solution. Reaction conditions: time 15 minute. Product: C(\C=C\C(=O)O)(=O)[O-].[NH4+] (Mono-Ammonium Fumarate). As a reaction SMILES: [C:1]([OH:8])(=[O:7])/[CH:2]=[CH:3]/[C:4]([OH:6])=[O:5].[OH-].[NH4+:10].[OH-].[Na+]>O>[C:1]([O-:8])(=[O:7])/[CH:2]=[CH:3]/[C:4]([OH:6])=[O:5].[NH4+:10] |f:1.2,3.4,6.7|. Reported procedure: Following the examples of U.S. Pat. No. 4,839,461, a slurry of 11.6 g (0.1 mole) fumaric acid was dissolved in 30 ml water was mixed with 13 g of 30% aqueous solution of ammonium hydroxide (0.11 mol NH3). Carefully warming the slurry to boiling gave a clear solution. This solution was boiled to dryness over a period of 15 minutes to give a white crystalline solid. The solid was tumbled under nitrogen at 100 Torr, at 145°-150° C. for 8 hours to give an off-white glasslike solid weighing 13.2 g. T...